From a dataset of the Open Reaction Database (ORD), a public repository of structured organic reaction records. describe an organic reaction: reactants, conditions, products, and yield Starting materials: O=S(=O)(Cl)c1ccc(Cl)c(Cl)c1, Cl, Cl, Nc1nc(-c2cccc([N+](=O)[O-])c2)cs1, c1ccncc1. Yields the product O=[N+]([O-])c1cccc(-c2csc(NS(=O)(=O)c3ccc(Cl)c(Cl)c3)n2)c1. Reaction SMILES: [Cl:17][c:18]1[cH:19][c:20]([S:25](=[O:26])(=[O:27])[Cl:28])[cH:21][cH:22][c:23]1[Cl:24].[ClH:1].[ClH:29].[N+:2](=[O:3])([O-:4])[c:5]1[cH:6][c:7](-[c:11]2[n:12][c:13]([NH2:16])[s:14][cH:15]2)[cH:8][cH:9][cH:10]1.[cH:30]1[cH:31][cH:32][n:33][cH:34][cH:35]1>>[N+:2](=[O:3])([O-:4])[c:5]1[cH:6][c:7](-[c:11]2[n:12][c:13]([NH:16][S:25]([c:20]3[cH:19][c:18]([Cl:17])[c:23]([Cl:24])[cH:22][cH:21]3)(=[O:26])=[O:27])[s:14][cH:15]2)[cH:8][cH:9][cH:10]1. Starting materials: [H-].[Na+] (sodium hydride), product, O(C1=CC=CC=C1)CCNC(=O)C=1NC(C=2C(=NC3=CC(=C(C=C3C2)OC)OC)N1)=O (N-(2-phenoxyethyl) 7,8-dimethoxypyrimido[4,5-b]quinolin-4(3H)-one-2-carboxamide), BrCC(=O)O (bromoacetic acid). Solvent: CN(C=O)C (N,N-dimethylformamide). The product is O(C1=CC=CC=C1)CCNC(=O)C=1N(C(C=2C(=NC3=CC(=C(C=C3C2)OC)OC)N1)=O)CC(=O)O (N-(2-Phenoxyethyl) 3-(Carboxymethyl)-7,8-Dimethoxypyrimido[4,5-b]quinolin-4(3H)-one-2-carboxamide). RXN SMILES: [H-].[Na+].[O:3]([CH2:10][CH2:11][NH:12][C:13]([C:15]1[NH:16][C:17](=[O:33])[C:18]2[C:19]([N:32]=1)=[N:20][C:21]1[C:26]([CH:27]=2)=[CH:25][C:24]([O:28][CH3:29])=[C:23]([O:30][CH3:31])[CH:22]=1)=[O:14])[C:4]1[CH:9]=[CH:8][CH:7]=[CH:6][CH:5]=1.Br[CH2:35][C:36]([OH:38])=[O:37]>CN(C)C=O>[O:3]([CH2:10][CH2:11][NH:12][C:13]([C:15]1[N:16]([CH2:35][C:36]([OH:38])=[O:37])[C:17](=[O:33])[C:18]2[C:19]([N:32]=1)=[N:20][C:21]1[C:26]([CH:27]=2)=[CH:25][C:24]([O:28][CH3:29])=[C:23]([O:30][CH3:31])[CH:22]=1)=[O:14])[C:4]1[CH:9]=[CH:8][CH:7]=[CH:6][CH:5]=1 |f:0.1|. Reported procedure: A mixture of sodium hydride (0.22 g., 4.6 mM of 50%); N-(2-phenoxyethyl) 7,8-dimethoxypyrimido[4,5-b]quinolin-4(3H)-one-2-carboxamide (1.0 g., 2.2 mM); bromoacetic acid (0.319 g., 2.3 mM) and N,N-dimethylformamide (50 ml.) is refluxed for 6 hours and then cooled to room temperature. The precipitate which forms is separated by filtration and dried under vacuum to give 0.476 g. (43%) of product; m.p. 310°-315° C. Starting materials: 5B, C([O-])([O-])=O.[K+].[K+] (potassium carbonate), IC (Iodomethane), C1(=CC=CC=C1)[C@@]1([C@@H](C1)COCC1=CC=CC=C1)CNS(=O)(=O)C1=CC=CC=C1 (N-[((1R,2R)-1-phenyl-2-{[(phenylmethyl)oxy]methyl}cyclopropyl)methyl]benzenesulfonamide). The solvent is CN(C)C=O (DMF), CCOC(=O)C (EtOAc). Conditions: temperature 80 celsius, time 16 hour. Yields the product CN(S(=O)(=O)C1=CC=CC=C1)C[C@]1([C@@H](C1)COCC1=CC=CC=C1)C1=CC=CC=C1 (N-methyl-N-[((1R,2R)-1-phenyl-2-{[(phenylmethyl)oxy]methyl}cyclopropyl)methyl]benzenesulfonamide). The yield is 99.6%. RXN SMILES: IC.[C:3]1([C@@:9]2([CH2:21][NH:22][S:23]([C:26]3[CH:31]=[CH:30][CH:29]=[CH:28][CH:27]=3)(=[O:25])=[O:24])[CH2:11][C@H:10]2[CH2:12][O:13][CH2:14][C:15]2[CH:20]=[CH:19][CH:18]=[CH:17][CH:16]=2)[CH:8]=[CH:7][CH:6]=[CH:5][CH:4]=1.[C:32](=O)([O-])[O-].[K+].[K+]>CN(C=O)C.CCOC(C)=O>[CH3:32][N:22]([CH2:21][C@:9]1([C:3]2[CH:8]=[CH:7][CH:6]=[CH:5][CH:4]=2)[CH2:11][C@H:10]1[CH2:12][O:13][CH2:14][C:15]1[CH:16]=[CH:17][CH:18]=[CH:19][CH:20]=1)[S:23]([C:26]1[CH:31]=[CH:30][CH:29]=[CH:28][CH:27]=1)(=[O:25])=[O:24] |f:2.3.4|. Procedure details: Iodomethane (2.12 g, 14.9 mmol, 4 eq) was added portionwise to N-[((1R,2R)-1-phenyl-2-{[(phenylmethyl)oxy]methyl}cyclopropyl)methyl]benzenesulfonamide (1.71 g, 3.74 mmol, 1 eq), accessed via the method of preparation 5B, in 7 mL DMF with potassium carbonate (1.03 g, 7.48 mmol, 2 eq) over 6 h at 80° C. Following addition, the reaction mixture was stirred 16 h at 80° C. The reaction mixture was diluted with EtOAc, washed successively with saturated aqueous NaHCO3, water (4×) and brine, dried over ... Reactants: O=C([O-])O, CCN(CC)S(F)(F)F, O=C(OCc1ccccc1)N1CC(O)C(CBr)C1, ClCCl, [Na+]. Yields the product O=C(OCc1ccccc1)N1CC(F)C(CBr)C1. Reaction SMILES: [C:28](=[O:29])([OH:30])[O-:31].[CH2:19]([N:20]([S:21]([F:22])([F:23])[F:25])[CH2:24][CH3:26])[CH3:27].[CH2:1]([c:2]1[cH:3][cH:4][cH:5][cH:6][cH:7]1)[O:8][C:9](=[O:10])[N:11]1[CH2:12][CH:13]([CH2:17][Br:18])[CH:14]([OH:16])[CH2:15]1.[Cl:33][CH2:34][Cl:35].[Na+:32]>>[CH2:1]([c:2]1[cH:3][cH:4][cH:5][cH:6][cH:7]1)[O:8][C:9](=[O:10])[N:11]1[CH2:12][CH:13]([CH2:17][Br:18])[CH:14]([F:25])[CH2:15]1. Starting materials: CC(=O)O (AcOH), O.[Sn](Cl)Cl (Tin(II) Chloride hydrate), ClC1=C(C(=O)O)C=C(C(=C1)Cl)[N+](=O)[O-] (2,4-Dichloro-5-nitrobenzoic acid), C(=O)(O)[O-].[Na+] (NaHCO3). Solvent: CCO (EtOH). Conditions: temperature 70 celsius, time 30 minute. Product: ClC1=C(C(=O)O)C=C(C(=C1)Cl)N (2,4-Dichloro-5-aminobenzoic acid). The yield is 94.9%. RXN SMILES: O.[Sn](Cl)Cl.[Cl:5][C:6]1[CH:14]=[C:13]([Cl:15])[C:12]([N+:16]([O-])=O)=[CH:11][C:7]=1[C:8]([OH:10])=[O:9].C([O-])(O)=O.[Na+].CC(O)=O>CCO>[Cl:5][C:6]1[CH:14]=[C:13]([Cl:15])[C:12]([NH2:16])=[CH:11][C:7]=1[C:8]([OH:10])=[O:9] |f:0.1,3.4|. Procedure details: Tin(II) Chloride hydrate (50 g, 0.29 mol) was added to a solution of 2,4-dichloro-5-nitrobenzoic acid 1-2 (10.0 g, 0.045 mol) in EtOH (200 mL). The mixture was stirred for 70° C. for 30 min, cooled and poured onto ice. The pH of the mixture was adjusted to 8 using saturated aqueous NaHCO3. The suspension was left to stir at room temperature for 5 h and re-acidified to pH 5 with glacial AcOH. The resulting white suspension was continuously washed with EtOAc, the extracts combined, washed with bri... Starting materials: O=C(O)c1cccc(-c2nc(N3CCOCC3)nc3c2CCN3c2cccnc2)c1, On1nnc2ccccc21, NCCc1cccnc1. Yields the product O=C(NCCc1cccnc1)c1cccc(-c2nc(N3CCOCC3)nc3c2CCN3c2cccnc2)c1. Reaction SMILES: [O:1]1[CH2:2][CH2:3][N:4]([c:7]2[n:8][c:9](-[c:22]3[cH:23][c:24]([C:25](=[O:26])[OH:27])[cH:28][cH:29][cH:30]3)[c:10]3[c:11]([n:12]2)[N:13]([c:16]2[cH:17][n:18][cH:19][cH:20][cH:21]2)[CH2:14][CH2:15]3)[CH2:5][CH2:6]1.[OH:31][n:32]1[c:33]2[c:34]([cH:35][cH:36][cH:37][cH:38]2)[n:39][n:40]1.[n:41]1[cH:42][c:43]([CH2:47][CH2:48][NH2:49])[cH:44][cH:45][cH:46]1>>[O:1]1[CH2:2][CH2:3][N:4]([c:7]2[n:8][c:9](-[c:22]3[cH:23][c:24]([C:25](=[O:26])[NH:49][CH2:48][CH2:47][c:43]4[cH:42][n:41][cH:46][cH:45][cH:44]4)[cH:28][cH:29][cH:30]3)[c:10]3[c:11]([n:12]2)[N:13]([c:16]2[cH:17][n:18][cH:19][cH:20][cH:21]2)[CH2:14][CH2:15]3)[CH2:5][CH2:6]1. Reactants: O=C([O-])O, O=CNc1nc(C(=O)C(=O)O)cs1, Cl, Cl, CC(C)(C)OC(=O)CON, [Na+], O. The product is CC(C)(C)OC(=O)CON=C(C(=O)O)c1csc(NC=O)n1. RXN SMILES: [C:1](=[O:2])([OH:3])[O-:4].[CH:6](=[O:7])[NH:8][c:9]1[s:10][cH:11][c:12]([C:14]([C:15](=[O:16])[OH:17])=[O:18])[n:13]1.[ClH:19].[ClH:30].[NH2:20][O:21][CH2:22][C:23](=[O:24])[O:25][C:26]([CH3:27])([CH3:28])[CH3:29].[Na+:5].[OH2:31]>>[CH:6](=[O:7])[NH:8][c:9]1[s:10][cH:11][c:12]([C:14]([C:15](=[O:16])[OH:17])=[N:20][O:21][CH2:22][C:23](=[O:24])[O:25][C:26]([CH3:27])([CH3:28])[CH3:29])[n:13]1.